This data is from the Open Reaction Database (ORD), a public repository of structured organic reaction records. The task is: describe an organic reaction: reactants, conditions, products, and yield Reactants: CN(C1=CC(=[N+](C(=N1)NC(=O)OCC)[O-])NC(=O)OCC)C (diethyl 6-dimethylamino-2,4-pyrimidine-dicarbamate-3-oxide). Solvent: CN(C=O)C (N,N-dimethylformamide). Yields the product CN(C1=NC=2N(C(=C1)NC(=O)OCC)OC(N2)=O)C (ethyl 5-dimethylamino-2-oxo-2H-[1,2,4]oxadiazolo[2,3-a]pyrimidine-7-carbamate). RXN SMILES: [CH3:1][N:2]([CH3:22])[C:3]1[N:8]=[C:7]([NH:9][C:10](OCC)=[O:11])[N+:6]([O-:15])=[C:5]([NH:16][C:17]([O:19][CH2:20][CH3:21])=[O:18])[CH:4]=1>CN(C)C=O>[CH3:1][N:2]([CH3:22])[C:3]1[CH:4]=[C:5]([NH:16][C:17]([O:19][CH2:20][CH3:21])=[O:18])[N:6]2[O:15][C:10](=[O:11])[N:9]=[C:7]2[N:8]=1. Procedure details: 1 G. of diethyl 6-dimethylamino-2,4-pyrimidine-dicarbamate-3-oxide is heated to 140° C. for 30 minutes in 10 ml. of N,N-dimethylformamide under an argon atmosphere. The solution is cooled and the solvent is evaporated under reduced pressure. The crystalline residue is recrystallized from methylene chloride/ethanol, there being obtained pure ethyl 5-dimethylamino-2-oxo-2H-[1,2,4]oxadiazolo[2,3-a]pyrimidine-7-carbamate, having a melting point of 230°-240° C.